From a dataset of the Open Reaction Database (ORD), a public repository of structured organic reaction records. describe an organic reaction: reactants, conditions, products, and yield The reactants are O=CO, O=Cc1c(C2OCCO2)oc2ccccc12, O. Product: O=Cc1oc2ccccc2c1C=O. As a reaction SMILES: [CH:17]([OH:18])=[O:19].[O:1]1[CH:2]([c:6]2[o:7][c:8]3[c:9]([c:10]2[CH:11]=[O:12])[cH:13][cH:14][cH:15][cH:16]3)[O:5][CH2:4][CH2:3]1.[OH2:20]>>[O:1]=[CH:2][c:6]1[o:7][c:8]2[c:9]([c:10]1[CH:11]=[O:12])[cH:13][cH:14][cH:15][cH:16]2. Reactants: NC1=C(C=C(C(=O)N[C@@H](CCC(=O)OCC)C(=O)OCC)C=C1)C (diethyl N-(4-amino-3-methylbenzoyl)-(L)-glutamate), C(C)(=O)NC=1NC(C(=C(N1)N(C(C)=O)C(C)=O)CCC=O)=O (3-(2-acetylamino-4-diacetylamino-1,6-dihydro-6-oxo-5-pyrimidinyl)propionaldehyde), C(C)(=O)O (acetic acid), ( 95 ), 628, C(#N)[BH3-].[Na+] (sodium cyanoborohydride), ( 100 ). Solvent: CO (MeOH), C(C)O (ethanol). Reaction conditions: time 5 hour. Yields the product C(C)(=O)NC=1NC(C(=C(N1)N(C(C)=O)C(C)=O)CCCNC1=C(C=C(C(=O)N[C@@H](CCC(=O)OCC)C(=O)OCC)C=C1)C)=O (Diethyl N-[4-(3-(2-acetylamino-4-diacetylamino-1,6-dihydro-6-oxo-5-pyrimidinyl)propylamino)-3-methylbenzoyl]-(L)-glutamate). RXN SMILES: [NH2:1][C:2]1[CH:23]=[CH:22][C:5]([C:6]([NH:8][C@H:9]([C:17]([O:19][CH2:20][CH3:21])=[O:18])[CH2:10][CH2:11][C:12]([O:14][CH2:15][CH3:16])=[O:13])=[O:7])=[CH:4][C:3]=1[CH3:24].[C:25]([NH:28][C:29]1[NH:30][C:31](=[O:46])[C:32]([CH2:42][CH2:43][CH:44]=O)=[C:33]([N:35]([C:39](=[O:41])[CH3:40])[C:36](=[O:38])[CH3:37])[N:34]=1)(=[O:27])[CH3:26].C(O)(=O)C.C([BH3-])#N.[Na+]>C(O)C.CO>[C:25]([NH:28][C:29]1[NH:30][C:31](=[O:46])[C:32]([CH2:42][CH2:43][CH2:44][NH:1][C:2]2[CH:23]=[CH:22][C:5]([C:6]([NH:8][C@H:9]([C:17]([O:19][CH2:20][CH3:21])=[O:18])[CH2:10][CH2:11][C:12]([O:14][CH2:15][CH3:16])=[O:13])=[O:7])=[CH:4][C:3]=2[CH3:24])=[C:33]([N:35]([C:36](=[O:38])[CH3:37])[C:39](=[O:41])[CH3:40])[N:34]=1)(=[O:27])[CH3:26] |f:3.4|. Procedure: Both diethyl N-(4-amino-3-methylbenzoyl)-(L)-glutamate (2.18 g, 6.49 mmoles) and 3-(2-acetylamino-4-diacetylamino-1,6-dihydro-6-oxo-5-pyrimidinyl)propionaldehyde (2.00 g, 6.49 mmoles) were stirred in absolute ethanol (50 mL) under nitrogen while glacial acetic acid (3 mL) was added dropwise during 1 minute. After solution was achieved (1 hour), activated 3 Å molecular sieves (10 mL) were added and stirring was continued 5 hours. The reaction mixture was chilled (ice bath) and sodium cyanoborohyd... Reaction SMILES: Cl[C:2]1[CH:7]=[C:6]([N:8]([CH2:17][O:18][CH2:19][CH2:20][Si:21]([CH3:24])([CH3:23])[CH3:22])[CH2:9][O:10][CH2:11][CH2:12][Si:13]([CH3:16])([CH3:15])[CH3:14])[N:5]2[N:25]=[CH:26][CH:27]=[C:4]2[N:3]=1.[O-]P([O-])([O-])=O.[K+].[K+].[K+].CC1(C)C(C)(C)OB([C:44]2[CH:53]=[CH:52][C:47]([C:48]([O:50][CH3:51])=[O:49])=[CH:46][CH:45]=2)O1.O1CCOCC1>CCOC(C)=O.C1C=CC(P(C2C=CC=CC=2)[C-]2C=CC=C2)=CC=1.C1C=CC(P(C2C=CC=CC=2)[C-]2C=CC=C2)=CC=1.Cl[Pd]Cl.[Fe+2]>[CH3:14][Si:13]([CH3:16])([CH3:15])[CH2:12][CH2:11][O:10][CH2:9][N:8]([CH2:17][O:18][CH2:19][CH2:20][Si:21]([CH3:24])([CH3:23])[CH3:22])[C:6]1[N:5]2[N:25]=[CH:26][CH:27]=[C:4]2[N:3]=[C:2]([C:44]2[CH:53]=[CH:52][C:47]([C:48]([O:50][CH3:51])=[O:49])=[CH:46][CH:45]=2)[CH:7]=1 |f:1.2.3.4,8.9.10.11|. Yield: 86.8%. Procedure details: Under Ar, compound, 5-chloro-N,N-bis((2-(trimethylsilyl)ethoxy)methyl)pyrazolo[1,5-a]pyrimidin-7-amine, (430 mg, 1.0 mmol) was mixed with Pd(dppf)Cl2 (82 mg, 0.1 mmol, K3PO4 (636 mg, 3.0 mmol), methyl 4-(4,4,5,5-tetramethyl-1,3,2-dioxaborolan-2-yl)benzoate (200 mg, 1.1 mmol) and dioxane (20 mL with 1 ml water). The resulting mixture was heated at 90° C. and stirred over night. After cooled to room temperature, the mixture was diluted with EtOAc (60 mL) and filtered through celite. After concentr... The reactants are ClC1=NC=2N(C(=C1)N(COCC[Si](C)(C)C)COCC[Si](C)(C)C)N=CC2 (5-chloro-N,N-bis((2-(trimethylsilyl)ethoxy)methyl)pyrazolo[1,5-a]pyrimidin-7-amine), [O-]P(=O)([O-])[O-].[K+].[K+].[K+] (K3PO4), CC1(OB(OC1(C)C)C1=CC=C(C(=O)OC)C=C1)C (methyl 4-(4,4,5,5-tetramethyl-1,3,2-dioxaborolan-2-yl)benzoate), O1CCOCC1 (dioxane). Reaction conditions: temperature 90 celsius. The reagents and catalysts are C1=CC=C(C=C1)P([C-]2C=CC=C2)C3=CC=CC=C3.C1=CC=C(C=C1)P([C-]2C=CC=C2)C3=CC=CC=C3.Cl[Pd]Cl.[Fe+2] (Pd(dppf)Cl2). Run in CCOC(=O)C (EtOAc). The product is C[Si](CCOCN(C1=CC(=NC=2N1N=CC2)C2=CC=C(C(=O)OC)C=C2)COCC[Si](C)(C)C)(C)C (methyl 4-(7-(bis((2-(trimethylsilyl)ethoxy)methyl)amino)pyrazolo[1,5-a]pyrimidin-5-yl)benzoate). The reactants are O=C([O-])[O-], CS(C)=O, COc1cc2nccc(Cl)c2cc1C(N)=O, O=C(Nc1ccc(O)cc1Cl)NC1CC1, [Cs+], [Cs+], O. The product is COc1cc2nccc(Oc3ccc(NC(=O)NC4CC4)c(Cl)c3)c2cc1C(N)=O. RXN SMILES: [C:36](=[O:37])([O-:38])[O-:39].[CH3:1][S:2]([CH3:3])=[O:4].[CH3:5][O:6][c:7]1[c:8]([C:18](=[O:19])[NH2:20])[cH:9][c:10]2[c:11]([Cl:17])[cH:12][cH:13][n:14][c:15]2[cH:16]1.[Cl:21][c:22]1[c:23]([NH:29][C:30](=[O:31])[NH:32][CH:33]2[CH2:34][CH2:35]2)[cH:24][cH:25][c:26]([OH:28])[cH:27]1.[Cs+:40].[Cs+:41].[OH2:42]>>[CH3:5][O:6][c:7]1[c:8]([C:18](=[O:19])[NH2:20])[cH:9][c:10]2[c:11]([O:28][c:26]3[cH:25][cH:24][c:23]([NH:29][C:30](=[O:31])[NH:32][CH:33]4[CH2:34][CH2:35]4)[c:22]([Cl:21])[cH:27]3)[cH:12][cH:13][n:14][c:15]2[cH:16]1. The reactants are S1CC(NC=C1)=O (3,4-dihydro-2H-1,4-thiazin-3-one), O (Water), C(C)(C)[N-]C(C)C.[Li+] (lithium diisopropylamide), BrC(C)C (2-bromopropane). Solvent: O1CCCC1 (tetrahydrofuran), O1CCCC1 (tetrahydrofuran). Reaction conditions: time 3 hour. Product: C(C)(C)C1SC=CNC1=O ((2RS)-2-Isopropyl-3,4-dihydro-2H-1,4-thiazin-3-one). RXN SMILES: [CH:1]([N-]C(C)C)([CH3:3])[CH3:2].[Li+].[S:9]1[CH:14]=[CH:13][NH:12][C:11](=[O:15])[CH2:10]1.BrC(C)C.O>O1CCCC1>[CH:1]([CH:10]1[C:11](=[O:15])[NH:12][CH:13]=[CH:14][S:9]1)([CH3:3])[CH3:2] |f:0.1|. Procedure: A solution of lithium diisopropylamide (10.4 mmol) in tetrahydrofuran (5 ml) is cooled to −78° C. under a nitrogen atmosphere, and a solution of 3,4-dihydro-2H-1,4-thiazin-3-one (500 mg, Reference compound No. 39-1) in tetrahydrofuran (5 ml) is added dropwise thereto. Then, 2-bromopropane (640 mg) is added dropwise thereto, and the mixture is stirred for three hours. The temperature is raised to room temperature, and the mixture is stirred for two days. Water is added to the reaction mixture und...